This data is from the Open Reaction Database (ORD), a public repository of structured organic reaction records. The task is: describe an organic reaction: reactants, conditions, products, and yield Reactants: C(C)OC(CCCN(C(=O)C1(N(CC1)C(CC1=CC(=CC(=C1)C)C)=O)C)CC1=CC=C(C=C1)Cl)=O (4-((4-chloro-benzyl)-{1-[2-(3,5-dimethyl-phenyl)-acetyl]-2-methyl-azetidine-2-carbonyl}-amino)-butyric acid ethyl ester), Intermediate 146, N (NH3). Solvent: CO (MeOH). Reaction conditions: temperature 60 celsius, time 15 hour. The product is C(N)(=O)CCCN(C(=O)C1(N(CC1)C(CC1=CC(=CC(=C1)C)C)=O)C)CC1=CC=C(C=C1)Cl (1-[2-(3,5-dimethyl-phenyl)-acetyl]-2-methyl-azetidine-2-carboxylic acid (3-carbamoyl-propyl)-(4-chloro-benzyl)-amide). Reaction SMILES: C(O[C:4](=[O:35])[CH2:5][CH2:6][CH2:7][N:8]([CH2:27][C:28]1[CH:33]=[CH:32][C:31]([Cl:34])=[CH:30][CH:29]=1)[C:9]([C:11]1([CH3:26])[CH2:14][CH2:13][N:12]1[C:15](=[O:25])[CH2:16][C:17]1[CH:22]=[C:21]([CH3:23])[CH:20]=[C:19]([CH3:24])[CH:18]=1)=[O:10])C.[NH3:36]>CO>[C:4]([CH2:5][CH2:6][CH2:7][N:8]([CH2:27][C:28]1[CH:33]=[CH:32][C:31]([Cl:34])=[CH:30][CH:29]=1)[C:9]([C:11]1([CH3:26])[CH2:14][CH2:13][N:12]1[C:15](=[O:25])[CH2:16][C:17]1[CH:18]=[C:19]([CH3:24])[CH:20]=[C:21]([CH3:23])[CH:22]=1)=[O:10])(=[O:35])[NH2:36]. Reported procedure: To a solution of 4-((4-chloro-benzyl)-{1-[2-(3,5-dimethyl-phenyl)-acetyl]-2-methyl-azetidine-2-carbonyl}-amino)-butyric acid ethyl ester, Intermediate 146 (1 eq.) in MeOH was added an aqueous solution of NH3 (20% in water). The reaction was stirred at 60° C. for 15 h then cooled to 20° C. The solvents were evaporated under reduced pressure and the crude was purified by preparative LCMS to afford 1-[2-(3,5-dimethyl-phenyl)-acetyl]-2-methyl-azetidine-2-carboxylic acid (3-carbamoyl-propyl)-(4-chlor... The reactants are [Cl-].[NH4+] (ammonium chloride), BrC=1C(=C2C(N=C(O2)C2CC2)=C(C1C)C#N)F (6-Bromo-2-cyclopropyl-7-fluoro-5-methyl-1,3-benzoxazole-4-carbonitrile), C1(=CC=CC=C1)B(O)O (phenylboronic acid), P(=O)([O-])([O-])[O-].[K+].[K+].[K+] (tripotassium phosphate). Reagents/catalysts: C=1C=CC(=CC1)[P](C=2C=CC=CC2)(C=3C=CC=CC3)[Pd]([P](C=4C=CC=CC4)(C=5C=CC=CC5)C=6C=CC=CC6)([P](C=7C=CC=CC7)(C=8C=CC=CC8)C=9C=CC=CC9)[P](C=1C=CC=CC1)(C=1C=CC=CC1)C=1C=CC=CC1 (tetrakis(triphenylphosphine)palladium(0)). The solvent is O1CCOCC1 (1,4-dioxane). Run at temperature 100 celsius, time 17 hour. The product is C1(CC1)C=1OC=2C(N1)=C(C(=C(C2F)C2=CC=CC=C2)C)C#N (2-Cyclopropyl-7-fluoro-5-methyl-6-phenyl-1,3-benzoxazole-4-carbonitrile). The yield is 92.2%. RXN SMILES: Br[C:2]1[C:3]([F:17])=[C:4]2[O:8][C:7]([CH:9]3[CH2:11][CH2:10]3)=[N:6][C:5]2=[C:12]([C:15]#[N:16])[C:13]=1[CH3:14].[C:18]1(B(O)O)[CH:23]=[CH:22][CH:21]=[CH:20][CH:19]=1.P([O-])([O-])([O-])=O.[K+].[K+].[K+].[Cl-].[NH4+]>O1CCOCC1.C1C=CC([P]([Pd]([P](C2C=CC=CC=2)(C2C=CC=CC=2)C2C=CC=CC=2)([P](C2C=CC=CC=2)(C2C=CC=CC=2)C2C=CC=CC=2)[P](C2C=CC=CC=2)(C2C=CC=CC=2)C2C=CC=CC=2)(C2C=CC=CC=2)C2C=CC=CC=2)=CC=1>[CH:9]1([C:7]2[O:8][C:4]3[C:5](=[C:12]([C:15]#[N:16])[C:13]([CH3:14])=[C:2]([C:18]4[CH:23]=[CH:22][CH:21]=[CH:20][CH:19]=4)[C:3]=3[F:17])[N:6]=2)[CH2:11][CH2:10]1 |f:2.3.4.5,6.7,^1:46,48,67,86|. Reported procedure: 6-Bromo-2-cyclopropyl-7-fluoro-5-methyl-1,3-benzoxazole-4-carbonitrile (I-77) (300 mg, 1.02 mmol), phenylboronic acid (256 mg, 2.03 mmol) and tripotassium phosphate (432 mg, 2.03 mmol) were dissolved in 1,4-dioxane (6 ml), then tetrakis(triphenylphosphine)palladium(0) (118 mg, 0.10 mmol) was added at room temperature. The solution was stirred under nitrogen atmosphere at 100° C. for 17 hours. After cooling to room temperature, aqueous saturated ammonium chloride solution was added to the reactio... Starting materials: BrC1=CC=C(C=C1)C1=NSC2=C1C=CC(=C2)OCCCBr (3-(4-Bromo-phenyl)-6-(3-bromo-propoxy)-benzo[d]isothiazole), CNC (Dimethylamine). Yields the product BrC1=CC=C(C=C1)C1=NSC2=C1C=CC(=C2)OCCCN(C)C ([3-[3-(4-Bromo-phenyl)-benzo[d]isothiazol-6-yloxy]-propyl]-dimethyl-amine). RXN SMILES: [Br:1][C:2]1[CH:7]=[CH:6][C:5]([C:8]2[C:12]3[CH:13]=[CH:14][C:15]([O:17][CH2:18][CH2:19][CH2:20]Br)=[CH:16][C:11]=3[S:10][N:9]=2)=[CH:4][CH:3]=1.[CH3:22][NH:23][CH3:24]>>[Br:1][C:2]1[CH:7]=[CH:6][C:5]([C:8]2[C:12]3[CH:13]=[CH:14][C:15]([O:17][CH2:18][CH2:19][CH2:20][N:23]([CH3:24])[CH3:22])=[CH:16][C:11]=3[S:10][N:9]=2)=[CH:4][CH:3]=1. Procedure details: In analogy to example 3.1, 3-(4-Bromo-phenyl)-6-(3-bromo-propoxy)-benzo[d]isothiazole and Dimethylamine were converted to yield [3-[3-(4-Bromo-phenyl)-benzo[d]isothiazol-6-yloxy]-propyl]-dimethyl-amine as white semisolid, MS: 391(MH+, 1Br). The reactants are ClC1=CC(=CC=C1)C(=O)OO (m-Chloroperbenzoic acid), CC(CN1C(OCC2=C1C=CC=C2)=O)=C (1-(2-methyl-2-propenyl)-1,4-dihydrobenzo[d][1,3]oxazin-2-one), S(=S)(=O)([O-])[O-].[Na+].[Na+] (sodium thiosulfate), C(O)([O-])=O.[Na+] (sodium hydrogencarbonate). The solvent is C(Cl)Cl (methylene chloride). Conditions: time 24 hour. Product: CC1(OC1)CN1C(OCC2=C1C=CC=C2)=O (1-(2-methyl-2-oxiranylmethyl)-1,4-dihydrobenzo[d][1,3]oxazin-2-one). Isolated yield 67.1%. Reaction SMILES: Cl[C:2]1[CH:7]=[CH:6][CH:5]=[C:4]([C:8]([O:10]O)=O)[CH:3]=1.CC(=C)C[N:15]1[C:20]2C=CC=[CH:24][C:19]=2[CH2:18][O:17][C:16]1=[O:25].S([O-])([O-])(=O)=S.[Na+].[Na+].C(=O)([O-])O.[Na+]>C(Cl)Cl>[CH3:24][C:19]1([CH2:20][N:15]2[C:5]3[CH:6]=[CH:7][CH:2]=[CH:3][C:4]=3[CH2:8][O:10][C:16]2=[O:25])[CH2:18][O:17]1 |f:2.3.4,5.6|. Procedure: m-Chloroperbenzoic acid (13.76 g, 55.81 mmol) was added to a solution of 1-(2-methyl-2-propenyl)-1,4-dihydrobenzo[d][1,3]oxazin-2-one (7.09 g, 34.88 mmol) in methylene chloride (150 ml), and the mixture was stirred at room temperature for 24 hours. To the mixture, sodium thiosulfate aqueous solution and sodium hydrogencarbonate aqueous solution were added, and the resulting mixture was filtered. The organic layer was separated, washed with sodium hydrogencarbonate aqueous solution, dried over ma... Reactants: [Na] (sodium), [N+](=O)([O-])C=1C=C(CCl)C=CC1 (3-nitrobenzylchloride), C1(CCCC1)S (cyclopentanethiol). The solvent is CO (methanol), CO (methanol). Reaction conditions: temperature -15 celsius, time 2 hour. Yields the product C1(CCCC1)SCC1=CC(=CC=C1)[N+](=O)[O-] (1-[(Cyclopentylsulfanyl)methyl]-3-nitrobenzene). Reaction SMILES: [Na].[CH:2]1([SH:7])[CH2:6][CH2:5][CH2:4][CH2:3]1.[N+:8]([C:11]1[CH:12]=[C:13]([CH:16]=[CH:17][CH:18]=1)[CH2:14]Cl)([O-:10])=[O:9]>CO>[CH:2]1([S:7][CH2:14][C:13]2[CH:16]=[CH:17][CH:18]=[C:11]([N+:8]([O-:10])=[O:9])[CH:12]=2)[CH2:6][CH2:5][CH2:4][CH2:3]1 |^1:0|. Procedure details: A solution of sodium methoxyde (15.5 mL, 25 wt % in methanol) was diluted with methanol (85 mL) and treated with cyclopentanethiol (7.3 mL) at room temperature for 60 minutes, cooled to −15° C., treated with 3-nitrobenzylchloride (10.0 g) in 3 portions, kept for 2 hours at −15° C., then the temperature was increased to room temperature. The reaction mixture was concentrated in vacuo, treated with diethyl ether (350 mL), washed with water (2×150 mL) and brine (100 mL), dried with sodium sulfate a... The reactants are NC1=NC=C(C(=C1N)N[C@H]1[C@H]([C@@H]2C=C[C@H]1C2)C(=O)N)Br ((1S,2S,3R,4R)-3-(2,3-Diamino-5-bromo-pyridin-4-ylamino)-bicyclo[2.2.1]hept-5-ene-2-carboxylic acid amide), C(#N)C=1C=C(C=O)C=CC1 (3-cyanobenzaldehyde), C(C)(=O)[O-].[NH4+] (Ammonium acetate). Product: BrC=1C(=C2C(=NC1)NC(=N2)C2=CC(=CC=C2)C#N)N[C@H]2[C@H]([C@@H]1C=C[C@H]2C1)C(=O)N ((1S,2S,3R,4R)-3-[6-Bromo-2-(3-cyano-phenyl)-3H-imidazo[4,5-b]pyridin-7-ylamino]-bicyclo[2.2.1]hept-5-ene-2-carboxylic acid amide). Isolated yield 17.0%. Reaction SMILES: [NH2:1][C:2]1[C:7]([NH2:8])=[C:6]([NH:9][C@@H:10]2[C@@H:15]3[CH2:16][C@@H:12]([CH:13]=[CH:14]3)[C@@H:11]2[C:17]([NH2:19])=[O:18])[C:5]([Br:20])=[CH:4][N:3]=1.[C:21]([C:23]1[CH:24]=[C:25]([CH:28]=[CH:29][CH:30]=1)[CH:26]=O)#[N:22].C([O-])(=O)C.[NH4+]>>[Br:20][C:5]1[C:6]([NH:9][C@@H:10]2[C@@H:15]3[CH2:16][C@@H:12]([CH:13]=[CH:14]3)[C@@H:11]2[C:17]([NH2:19])=[O:18])=[C:7]2[N:8]=[C:26]([C:25]3[CH:28]=[CH:29][CH:30]=[C:23]([C:21]#[N:22])[CH:24]=3)[NH:1][C:2]2=[N:3][CH:4]=1 |f:2.3|. Reported procedure: In a similar fashion to Compound CXXV, (1S,2S,3R,4R)-3-(2,3-Diamino-5-bromo-pyridin-4-ylamino)-bicyclo[2.2.1]hept-5-ene-2-carboxylic acid amide (75 mg, 0.22 mmol), 3-cyanobenzaldehyde (32.0 mg, 0.244 mmol, and Ammonium acetate (34.2 mg, 0.444 mmol) were reacted to produce 17.15 mg (17%) of the title compound. (300 MHz, DMSO-d6) 13.49 (s, 1H), 8.49 (s, 1H), 8.43 (d, J=8 Hz, 1H), 7.95 (d, J=8 Hz, 1H), 7.82-7.74 (m, 2H), 7.23 (s, 1H), 6.40 (m, 2H), 5.18 (t, J=17 Hz, 9 Hz, 1H), 2.90 (s, 1H), 2.79 (s... Starting materials: CC(C)(C)OC(=O)NCCCCc1ccc(C(=O)O)cc1, O=C(n1ccnc1)n1ccnc1, C1CCOC1, NCCO. The product is CC(C)(C)OC(=O)NCCCCc1ccc(C(=O)NCCO)cc1. Reaction SMILES: [C:13]([CH3:14])([CH3:15])([CH3:16])[O:17][C:18](=[O:19])[NH:20][CH2:21][CH2:22][CH2:23][CH2:24][c:25]1[cH:26][cH:27][c:28]([C:29](=[O:30])[OH:31])[cH:32][cH:33]1.[C:1]([n:2]1[cH:3][cH:4][n:5][cH:6]1)([n:7]1[cH:8][cH:9][n:10][cH:11]1)=[O:12].[CH2:38]1[O:39][CH2:40][CH2:41][CH2:42]1.[NH2:34][CH2:35][CH2:36][OH:37]>>[C:13]([CH3:14])([CH3:15])([CH3:16])[O:17][C:18](=[O:19])[NH:20][CH2:21][CH2:22][CH2:23][CH2:24][c:25]1[cH:26][cH:27][c:28]([C:29](=[O:31])[NH:34][CH2:35][CH2:36][OH:37])[cH:32][cH:33]1. Product: Cl.Cl.C[C@@H]1N(CCNC1)C(=O)C1=NC=CC=C1 ((2S)-2-methyl-1-(2-pyridinylcarbonyl)piperazine dihydrochloride). RXN SMILES: C[C@@H]1NCCN(C(OC(C)(C)C)=O)C1.CCN(C(C)C)C(C)C.N1C=CC=CC=1C([Cl:32])=O.[CH3:33][C@@H:34]1[N:39]([C:40]([C:42]2[CH:47]=[CH:46][CH:45]=[CH:44][N:43]=2)=[O:41])[CH2:38][CH2:37][N:36](C(OC(C)(C)C)=O)[CH2:35]1.[ClH:55]>ClCCl.O.O1CCOCC1>[ClH:32].[ClH:55].[CH3:33][C@H:34]1[CH2:35][NH:36][CH2:37][CH2:38][N:39]1[C:40]([C:42]1[CH:47]=[CH:46][CH:45]=[CH:44][N:43]=1)=[O:41] |f:8.9.10|. The reactants are C[C@H]1CN(CCN1)C(=O)OC(C)(C)C (1,1-dimethylethyl (3S)-3-methyl-1-piperazinecarboxylate), CCN(C(C)C)C(C)C (DIPEA), resultant mixture, resultant mixture, C[C@H]1CN(CCN1C(=O)C1=NC=CC=C1)C(=O)OC(C)(C)C (1,1-dimethylethyl (3S)-3-methyl-4-(2-pyridinylcarbonyl)-1-piperazinecarboxylate), Cl (HCl), N1=C(C=CC=C1)C(=O)Cl (2-pyridinecarbonyl chloride). Solvent: ClCCl (dichloromethane), C(Cl)Cl (DCM), O (water), O1CCOCC1 (1,4-Dioxane). Yield: 100.1%. Reported procedure: To a solution 1,1-dimethylethyl (3S)-3-methyl-1-piperazinecarboxylate (140 mg, 0.699 mmol) in dichloromethane (5 ml) was added DIPEA (0.183 ml, 1.049 mmol) at room temperature. 2-pyridinecarbonyl chloride (104 mg, 0.735 mmol) was then added and the resultant mixture stirred for 3 h30. The reaction mixture was then diluted with a further 2 ml DCM and 5 ml of water were added and the layers separated, the organics were then washed with 5 ml 2M HCl solution and 5 ml sat NaHCO3 solution then dried (... The reactants are C(C)(=O)Cl (acetyl chloride), NC=1C=C2C(N(S(=O)(=O)C2=CC1)C(C1=CC=CC=C1)SC1=NN=NN1)=O (5-amino-2-(1-phenyl-1H-tetrazol-5-ylthiomethyl)saccharin), C(C)(=O)Cl (acetyl chloride). The solvent is C(C)#N (acetonitrile). Run at time 30 minute. The product is C(C)(=O)NC=1C=C2C(N(S(=O)(=O)C2=CC1)C(C1=CC=CC=C1)SC1=NN=NN1)=O (5-acetylamino-2-(1-phenyl-1H-tetrazol-5-ylthiomethyl)saccharin). Isolated yield 46.5%. As a reaction SMILES: [NH2:1][C:2]1[CH:3]=[C:4]2[C:10](=[CH:11][CH:12]=1)[S:7](=[O:9])(=[O:8])[N:6]([CH:13]([S:20][C:21]1[NH:25][N:24]=[N:23][N:22]=1)[C:14]1[CH:19]=[CH:18][CH:17]=[CH:16][CH:15]=1)[C:5]2=[O:26].[C:27](Cl)(=[O:29])[CH3:28]>C(#N)C>[C:27]([NH:1][C:2]1[CH:3]=[C:4]2[C:10](=[CH:11][CH:12]=1)[S:7](=[O:9])(=[O:8])[N:6]([CH:13]([S:20][C:21]1[NH:25][N:24]=[N:23][N:22]=1)[C:14]1[CH:15]=[CH:16][CH:17]=[CH:18][CH:19]=1)[C:5]2=[O:26])(=[O:29])[CH3:28]. Reported procedure: A suspension of 0.4 g of 5-amino-2-(1-phenyl-1H-tetrazol-5-ylthiomethyl)saccharin in 25 ml of acetonitrile was treated with 0.08 g (0.001 mol) of acetyl chloride, the mixture was heated under reflux for 30 minutes, treated with an additional drop of acetyl chloride and refluxing continued for another 30 minutes. Evaporation of the mixture to dryness afforded a white foam which was chromatographed on silica gel with 95:5 MDC:ethyl acetate to give 200 mg (43%) of 5-acetylamino-2-(1-phenyl-1H-tetra...